This data is from the Open Reaction Database (ORD), a public repository of structured organic reaction records. The task is: describe an organic reaction: reactants, conditions, products, and yield The reactants are S(=O)(=O)(C1=CC=C(C)C=C1)Cl (tosyl chloride), C1(=CC=CC=C1)C (toluene), compound 38, [OH-].[Na+] (sodium hydroxide), C1(=CC=CC=C1)C (toluene), C1(=CC=CC=C1)N1N=NN=C1S (1-phenyl-1H-tetrazole-5-thiol), C1(=CC=CC=C1)C (toluene). Reagents/catalysts: [Br-].C(CCC)[N+](CCCC)(CCCC)CCCC (tetrabutylammonium bromide). Reaction conditions: time 1 hour. Product: CC(CCSC1=NN=NN1C1=CC=CC=C1)(CCCCC)O (3-methyl-1-[(1-phenyl-1H-tetrazol-5-yl)thio]octan-3-ol). RXN SMILES: [OH-:1].[Na+].S(Cl)([C:6]1[CH:12]=[CH:11][C:9]([CH3:10])=[CH:8][CH:7]=1)(=O)=O.[C:14]1([N:20]2[C:24]([SH:25])=[N:23][N:22]=[N:21]2)[CH:19]=[CH:18][CH:17]=[CH:16][CH:15]=1.[C:26]1([CH3:32])C=CC=CC=1>[Br-].C([N+](CCCC)(CCCC)CCCC)CCC>[CH3:10][C:9]([OH:1])([CH2:11][CH2:12][CH2:6][CH2:26][CH3:32])[CH2:8][CH2:7][S:25][C:24]1[N:20]([C:14]2[CH:15]=[CH:16][CH:17]=[CH:18][CH:19]=2)[N:21]=[N:22][N:23]=1 |f:0.1,5.6|. Reported procedure: To a solution of the compound 38 (8.05 g) in toluene (98 mL) were added tetrabutylammonium bromide (1.62 g) and 2N sodium hydroxide (98 mL) at 0° C. and was added dropwise a suspension of tosyl chloride (10.5 g) in toluene (40 mL). The solution temperature was risen to room temperature and the solution was stirred for 1 hour. A solution of 1-phenyl-1H-tetrazole-5-thiol (10.74 g) in toluene was added thereto and the solution was stirred at 60° C. for 3.5 hours. The reaction solution was extracted... The reactants are CN1C=NC(=C1)C1=CC=C(C=C1)[C@@H]1[C@H](C1)C(=O)OCC (ethyl (1S,2S)-2-[4-(1-methyl-1H-imidazol-4-yl)phenyl]cyclopropanecarboxylate), CN1C=NC(=C1)C1=CC=C(C=C1)[C@@H]1[C@H](C1)C(=O)OCC (ethyl (1S,2S)-2-[4-(1-methyl-1H-imidazol-4-yl)phenyl]cyclopropanecarboxylate), IN1C(CCC1=O)=O (N-iodosuccinimide). Solvent: ClCCl (dichloromethane), ClCCl (dichloromethane). Conditions: time 16 hour. Yields the product IC1=C(N=CN1C)C1=CC=C(C=C1)[C@@H]1[C@H](C1)C(=O)OCC (Ethyl(1S,2S)-2-[4-(5-iodo-1-methyl-1H-imidazol-4-yl)phenyl]cyclopropanecarboxylate). Reaction SMILES: [CH3:1][N:2]1[CH:6]=[C:5]([C:7]2[CH:12]=[CH:11][C:10]([C@H:13]3[CH2:15][C@@H:14]3[C:16]([O:18][CH2:19][CH3:20])=[O:17])=[CH:9][CH:8]=2)[N:4]=[CH:3]1.[I:21]N1C(=O)CCC1=O>ClCCl>[I:21][C:6]1[N:2]([CH3:1])[CH:3]=[N:4][C:5]=1[C:7]1[CH:8]=[CH:9][C:10]([C@H:13]2[CH2:15][C@@H:14]2[C:16]([O:18][CH2:19][CH3:20])=[O:17])=[CH:11][CH:12]=1. Procedure details: To a solution of Ethyl (1S,2S)-2-[4-(1-methyl-1H-imidazol-4-yl)phenyl]cyclopropanecarboxylate (product of Step 1, 2.8 g, 10.36 mmol) in dichloromethane (104 mL) was added N-iodosuccinimide (2.1 g, 9.33 mmol). The reaction mixture was stirred at it for 16 h. The mixture was diluted with dichloromethane and washed with aqueous sodium thiosulfate, followed by three washes with water then dried (MgSO4). The solvent was concentrated to afford the title compound as an orange oil which could be used in...